describe an organic reaction: reactants, conditions, products, and yield From a dataset of the Open Reaction Database (ORD), a public repository of structured organic reaction records. Reactants: COC1=NC(=C(C(=N1)C(=O)[O-])I)OC (2,6-dimethoxy-5-iodopyrimidine-4-carboxylate), [OH-].[Na+] (sodium hydroxide). The solvent is CO (methanol), O (water). Reaction conditions: time 8 hour. Product: COC1=NC(=C(C(=N1)C(=O)O)I)OC (2,6-dimethoxy-5-iodopyrimidine-4-carboxylic acid). As a reaction SMILES: [CH3:1][O:2][C:3]1[N:8]=[C:7]([C:9]([O-:11])=[O:10])[C:6]([I:12])=[C:5]([O:13][CH3:14])[N:4]=1.[OH-].[Na+]>CO.O>[CH3:1][O:2][C:3]1[N:8]=[C:7]([C:9]([OH:11])=[O:10])[C:6]([I:12])=[C:5]([O:13][CH3:14])[N:4]=1 |f:1.2|. Procedure details: 18.0 g of methyl, 2,6-dimethoxy-5-iodopyrimidine-4-carboxylate are introduced in portions into a stirred solution of 2.4 g of sodium hydroxide in 70 ml of methanol and 4 ml of water. Stirring is allowed to continue overnight at room temperature, the methanol is distilled off and the residue is taken up in water. The aqueous phase is extracted using ethyl acetate, acidified to pH 2-3 using conc. hydrochloric acid and extracted using dichloromethane. The combined dichloromethane extracts are dried... The reactants are NC1=CC2=C(N(C=N2)C2=C(C=CC=C2)O)C=C1 (5-Amino-1-(2-hydroxyphenyl)benzimidazole), C(C#C)Br (propargyl bromide), C(=O)([O-])[O-].[K+].[K+] (K2CO3), CC(=O)C (acetone). The solvent is C1(=CC=CC=C1)C (toluene). Run at temperature 70 celsius, time 18.5 hour. Product: NC1=CC2=C(N(C=N2)C2=C(C=CC=C2)OCC#C)C=C1 (5-Amino-1-[2-(prop-2-ynyloxy)phenyl]benzimidazole). Yield: 36.6%. As a reaction SMILES: [NH2:1][C:2]1[CH:17]=[CH:16][C:5]2[N:6]([C:9]3[CH:14]=[CH:13][CH:12]=[CH:11][C:10]=3[OH:15])[CH:7]=[N:8][C:4]=2[CH:3]=1.[CH2:18](Br)[C:19]#[CH:20].C([O-])([O-])=O.[K+].[K+].CC(C)=O>C1(C)C=CC=CC=1>[NH2:1][C:2]1[CH:17]=[CH:16][C:5]2[N:6]([C:9]3[CH:14]=[CH:13][CH:12]=[CH:11][C:10]=3[O:15][CH2:20][C:19]#[CH:18])[CH:7]=[N:8][C:4]=2[CH:3]=1 |f:2.3.4|. Procedure: A suspension of 5-amino-1-(2-hydroxyphenyl)benzimidazole (4) (499 mg, 2.21 mmol), 80% propargyl bromide (2.43 mmol) in toluene (271 μL), K2CO3 (398 mg, 2.88 mmol), and acetone (15 mL) is stirred at 70° C. under argon for 18.5 h and then cooled to room temperature. The mixture is concentrated, diluted with H2O (35 mL), and extracted with ethyl acetate (100 mL and 50 mL). The extract is washed (brine) and dried. After solvent removal at reduced pressure, the residue is purified on silica gel (2% t... The reactants are COCCO[AlH2-]OCCOC, Cc1ccccc1, O=C1CCSc2ccc(F)cc2N1, [Na+]. Product: Fc1ccc2c(c1)NCCCS2. As a reaction SMILES: [CH3:15][O:16][CH2:17][CH2:18][O:19][AlH2-:20][O:21][CH2:22][CH2:23][O:24][CH3:25].[CH3:26][c:27]1[cH:28][cH:29][cH:30][cH:31][cH:32]1.[F:1][c:2]1[cH:3][cH:4][c:5]2[c:6]([cH:13]1)[NH:7][C:8](=[O:12])[CH2:9][CH2:10][S:11]2.[Na+:14]>>[F:1][c:2]1[cH:3][cH:4][c:5]2[c:6]([cH:13]1)[NH:7][CH2:8][CH2:9][CH2:10][S:11]2. Reactants: Cc1ccc(N(CC(=O)O)S(=O)(=O)c2ccc(C(C)(C)C)cc2)cn1, CCNCc1ccccc1. Product: CCN(Cc1ccccc1)C(=O)CN(c1ccc(C)nc1)S(=O)(=O)c1ccc(C(C)(C)C)cc1. RXN SMILES: [C:1]([CH3:2])([CH3:3])([CH3:4])[c:5]1[cH:6][cH:7][c:8]([S:11](=[O:12])(=[O:13])[N:14]([c:15]2[cH:16][n:17][c:18]([CH3:21])[cH:19][cH:20]2)[CH2:22][C:23](=[O:24])[OH:25])[cH:9][cH:10]1.[CH2:26]([c:27]1[cH:28][cH:29][cH:30][cH:31][cH:32]1)[NH:33][CH2:34][CH3:35]>>[C:1]([CH3:2])([CH3:3])([CH3:4])[c:5]1[cH:6][cH:7][c:8]([S:11](=[O:12])(=[O:13])[N:14]([c:15]2[cH:16][n:17][c:18]([CH3:21])[cH:19][cH:20]2)[CH2:22][C:23](=[O:24])[N:33]([CH2:26][c:27]2[cH:28][cH:29][cH:30][cH:31][cH:32]2)[CH2:34][CH3:35])[cH:9][cH:10]1. The reactants are [Si](C)(C)(C(C)(C)C)OCCOCCOCC#C (9-(t-butyldimethylsilyloxy)-4,7-dioxa-1-nonyne), C(CCC)[Li] (n-butyl lithium), [Cl-].[NH4+] (ammonium chloride), COCOC1=CC=C2C(C(CSC2=C1)(C)C1=CC=C(C=C1)OCOC)=O (7-methoxymethoxy-3-(4-methoxymethoxyphenyl)-3-methylthiochroman-4-one). The solvent is O1CCCC1 (tetrahydrofuran), O1CCCC1 (tetrahydrofuran). Conditions: temperature -20 celsius, time 1 hour. Product: [Si](C)(C)(C(C)(C)C)OCCOCCOCC#CC1(C(CSC2=CC(=CC=C12)OCOC)(C)C1=CC=C(C=C1)OCOC)O (4-[9-(t-butyldimethylsilyloxy)-4,7-dioxa-1-nonynyl]-4-hydroxy-7-methoxymethoxy-3-(4-methoxymethoxyphenyl)-3-methylthiochroman). The yield is 68.1%. Reaction SMILES: [Si:1]([O:8][CH2:9][CH2:10][O:11][CH2:12][CH2:13][O:14][CH2:15][C:16]#[CH:17])([C:4]([CH3:7])([CH3:6])[CH3:5])([CH3:3])[CH3:2].C([Li])CCC.[CH3:23][O:24][CH2:25][O:26][C:27]1[CH:36]=[C:35]2[C:30]([C:31](=[O:48])[C:32]([C:38]3[CH:43]=[CH:42][C:41]([O:44][CH2:45][O:46][CH3:47])=[CH:40][CH:39]=3)([CH3:37])[CH2:33][S:34]2)=[CH:29][CH:28]=1.[Cl-].[NH4+]>O1CCCC1>[Si:1]([O:8][CH2:9][CH2:10][O:11][CH2:12][CH2:13][O:14][CH2:15][C:16]#[C:17][C:31]1([OH:48])[C:30]2[C:35](=[CH:36][C:27]([O:26][CH2:25][O:24][CH3:23])=[CH:28][CH:29]=2)[S:34][CH2:33][C:32]1([C:38]1[CH:39]=[CH:40][C:41]([O:44][CH2:45][O:46][CH3:47])=[CH:42][CH:43]=1)[CH3:37])([C:4]([CH3:7])([CH3:6])[CH3:5])([CH3:2])[CH3:3] |f:3.4|. Reported procedure: To a solution of 9-(t-butyldimethylsilyloxy)-4,7-dioxa-1-nonyne (1.03 g, 4.01 mmol) in dry tetrahydrofuran (10 ml) was added dropwise -n-butyl lithium (2.3 ml, 3.74 mmol, 1.63 mole/l in tetrahydrofuran) at −78° C., which was then stirred at −20° C. for 1 hour. Then, to this reaction mixture was added 7-methoxymethoxy-3-(4-methoxymethoxyphenyl)-3-methylthiochroman-4-one (1.0 g, 2.67 mmol) dissolved in tetrahydrofuran (10 ml) at the same temperature for 30 min, and the resulting mixture was stirre... Starting materials: ClCC(=O)NC1=C(C=CC=C1C)C (2-chloro-N-(2′,6′-dimethylphenyl)acetamide), Cl (HCl), CN (methylamine), CN (methylamine). The solvent is C1CCOC1 (THF), CCOC(=O)C (EtOAc), C1CCOC1 (THF). Run at time 8 hour. The product is CC1=C(C(=CC=C1)C)NC(CNC)=O (N-(2,6-dimethyl-phenyl)-2-methylamino-acetamide). Reaction SMILES: [CH3:1][NH2:2].Cl[CH2:4][C:5]([NH:7][C:8]1[C:13]([CH3:14])=[CH:12][CH:11]=[CH:10][C:9]=1[CH3:15])=[O:6].Cl>C1COCC1.CCOC(C)=O>[CH3:15][C:9]1[CH:10]=[CH:11][CH:12]=[C:13]([CH3:14])[C:8]=1[NH:7][C:5](=[O:6])[CH2:4][NH:2][CH3:1]. Reported procedure: Under a nitrogen atmosphere, methylamine (600 mmols) in 300 mL THF was cooled to 0° C. A solution of 2-chloro-N-(2′,6′-dimethylphenyl)acetamide (100 mmols) was dissolved in 200 mL THF, and slowly dripped into the cold methylamine solution. The reaction was stirred overnight. The reaction was filtered, and the filtrate evaporated to yield an oily residue. This was dissolved in EtOAc (100 mL) and treated with 1N HCl (200 mL). The aqueous layer was washed with EtOAc, then basified to Ph 10-12 with ... Starting materials: COC=1C=C2C(=NC=NC2=CC1OC)OC1=CC=C(N)C=C1 (4-[(6,7-Dimethoxy-4-quinazolinyl)oxy]aniline), ClC(Cl)(OC(OC(Cl)(Cl)Cl)=O)Cl (triphosgene), C([O-])(O)=O.[Na+] (sodium bicarbonate), C1(CCCCC1)CCO (2-cyclohexyl-1-ethanol). Solvent: C(C)N(CC)CC (triethylamine), C1(=CC=CC=C1)C (toluene), C(Cl)Cl (methylene chloride). The product is COC=1C=C2C(=NC=NC2=CC1OC)OC1=CC=C(C=C1)NC(OCCC1CCCCC1)=O (2-Cyclohexylethyl N-{4-[(6,7-dimethoxy-4-quinazolinyl)oxy]phenyl}carbamate). Isolated yield 63.2%. Reaction SMILES: [CH3:1][O:2][C:3]1[CH:4]=[C:5]2[C:10](=[CH:11][C:12]=1[O:13][CH3:14])[N:9]=[CH:8][N:7]=[C:6]2[O:15][C:16]1[CH:22]=[CH:21][C:19]([NH2:20])=[CH:18][CH:17]=1.Cl[C:24](Cl)([O:26][C:27](=[O:33])OC(Cl)(Cl)Cl)Cl.[CH:35]1([CH2:41]CO)[CH2:40][CH2:39][CH2:38][CH2:37][CH2:36]1.C(=O)(O)[O-].[Na+]>C(Cl)Cl.C(N(CC)CC)C.C1(C)C=CC=CC=1>[CH3:1][O:2][C:3]1[CH:4]=[C:5]2[C:10](=[CH:11][C:12]=1[O:13][CH3:14])[N:9]=[CH:8][N:7]=[C:6]2[O:15][C:16]1[CH:22]=[CH:21][C:19]([NH:20][C:27](=[O:33])[O:26][CH2:24][CH2:41][CH:35]2[CH2:40][CH2:39][CH2:38][CH2:37][CH2:36]2)=[CH:18][CH:17]=1 |f:3.4|. Procedure: 4-[(6,7-Dimethoxy-4-quinazolinyl)oxy]aniline (50 mg) was added to toluene (5 ml), and triethylamine (0.5 ml), and the mixture was heated under reflux to prepare a solution. A solution of triphosgene (77 mg) in methylene chloride was then added thereto, and the mixture was heated under reflux for 10 min. Next, 2-cyclohexyl-1-ethanol (33 mg) was added thereto, and the mixture was further stirred with heating under reflux for 3 hr. A saturated aqueous sodium bicarbonate solution was added to stop t...